Dataset: the Open Reaction Database (ORD), a public repository of structured organic reaction records. Task: describe an organic reaction: reactants, conditions, products, and yield The reactants are N1(CCNCC1)C1=NC2=CC(=C(C=C2C(=N1)N)OC)OC (2-piperazino-4-amino-6,7-dimethoxyquinazoline), C(Cl)(Cl)Cl (chloroform), C12(CC3CC(CC(C1)C3)C2)C(=O)Cl (1-adamantanecarbonyl chloride). The solvent is C(C)N(CC)CC (triethylamine). Product: C12(CC3CC(CC(C1)C3)C2)C(=O)N2CCN(CC2)C2=NC3=CC(=C(C=C3C(=N2)N)OC)OC (2-{4-(1-adamantanecarbonyl)-1-piperazinyl}-4-amino-6,7-dimethoxyquinazoline). RXN SMILES: [N:1]1([C:7]2[N:16]=[C:15]([NH2:17])[C:14]3[C:9](=[CH:10][C:11]([O:20][CH3:21])=[C:12]([O:18][CH3:19])[CH:13]=3)[N:8]=2)[CH2:6][CH2:5][NH:4][CH2:3][CH2:2]1.C(Cl)(Cl)Cl.[C:26]12([C:36](Cl)=[O:37])[CH2:35][CH:30]3[CH2:31][CH:32]([CH2:34][CH:28]([CH2:29]3)[CH2:27]1)[CH2:33]2>C(N(CC)CC)C>[C:26]12([C:36]([N:4]3[CH2:5][CH2:6][N:1]([C:7]4[N:16]=[C:15]([NH2:17])[C:14]5[C:9](=[CH:10][C:11]([O:20][CH3:21])=[C:12]([O:18][CH3:19])[CH:13]=5)[N:8]=4)[CH2:2][CH2:3]3)=[O:37])[CH2:33][CH:32]3[CH2:31][CH:30]([CH2:29][CH:28]([CH2:34]3)[CH2:27]1)[CH2:35]2. Procedure: To a mixture of 2-piperazino-4-amino-6,7-dimethoxyquinazoline (1 g), chloroform (50 ml) and triethylamine (0.42 g), was gradually added 1-adamantanecarbonyl chloride (0.83 g). The almost dissolved mixture was heated at 45°-50° C. for 2 hours. After cooling, the mixture was washed with water, dried over anhydrous sodium sulfate and evaporated under reduced pressure to give 2-{4-(1-adamantanecarbonyl)-1-piperazinyl}-4-amino-6,7-dimethoxyquinazoline, m.p. 240°-242° C.